This data is from the Open Reaction Database (ORD), a public repository of structured organic reaction records. The task is: describe an organic reaction: reactants, conditions, products, and yield Reactants: O=C1N(CCC(C1)CNC=1C=CC=2N(N1)C(=CN2)C2=CC(=CC=C2)OC(F)(F)F)C(=O)OC(C)(C)C (tert-butyl 2-oxo-4-(((3-(3-(trifluoromethoxy)phenyl)imidazo[1,2-b]pyridazin-6-yl)amino)methyl)piperidine-1-carboxylate), C(=O)(C(F)(F)F)O (TFA). Solvent: C(Cl)Cl (CH2Cl2). Reaction conditions: time 30 minute. Product: FC(OC=1C=C(C=CC1)C1=CN=C2N1N=C(C=C2)NCC2CC(NCC2)=O)(F)F (4-(((3-(3-(trifluoromethoxy)phenyl)imidazo[1,2-b]pyridazin-6-yl)amino)methyl)piperidin-2-one). The yield is 6.4%. Reaction SMILES: [O:1]=[C:2]1[CH2:7][CH:6]([CH2:8][NH:9][C:10]2[CH:11]=[CH:12][C:13]3[N:14]([C:16]([C:19]4[CH:24]=[CH:23][CH:22]=[C:21]([O:25][C:26]([F:29])([F:28])[F:27])[CH:20]=4)=[CH:17][N:18]=3)[N:15]=2)[CH2:5][CH2:4][N:3]1C(OC(C)(C)C)=O.C(O)(C(F)(F)F)=O>C(Cl)Cl>[F:28][C:26]([F:27])([F:29])[O:25][C:21]1[CH:20]=[C:19]([C:16]2[N:14]3[N:15]=[C:10]([NH:9][CH2:8][CH:6]4[CH2:5][CH2:4][NH:3][C:2](=[O:1])[CH2:7]4)[CH:11]=[CH:12][C:13]3=[N:18][CH:17]=2)[CH:24]=[CH:23][CH:22]=1. Procedure details: A solution of compound tert-butyl 2-oxo-4-(((3-(3-(trifluoromethoxy)phenyl)imidazo[1,2-b]pyridazin-6-yl)amino)methyl)piperidine-1-carboxylate (114 mg, 0.23 mmol) in CH2Cl2 (10 mL) was added TFA (2 mL). The mixture was stirred at room temperature for 30 min and condensed. The residue was purified by prep-HPLC to give 4-(((3-(3-(trifluoromethoxy)phenyl)imidazo[1,2-b]pyridazin-6-yl)amino)methyl)piperidin-2-one (6 mg, 6.6%) as white solid. Starting materials: C(CCC)N(C(NC1=CC=C(C(=O)OCC)C=C1)=O)C1=CC=2C(CCC(C2C=C1)(C)C)(C)C (ethyl 4-[3-butyl-3-(5,5,8,8-tetramethyl-5,6,7,8-tetrahydro-naphthalen-2-yl)-ureido]-benzoate), [OH-].[Li+] (lithium hydroxide). Solvent: CO (methanol), C1CCOC1 (THF), O (water). Conditions: time 8 hour. Product: C(CCC)N(C(NC1=CC=C(C(=O)O)C=C1)=O)C1=CC=2C(CCC(C2C=C1)(C)C)(C)C (4-[3-butyl-3-(5,5,8,8-tetramethyl-5,6,7,8-tetrahydro-naphthalen-2-yl)-ureido]-benzoic acid). The yield is 27.7%. As a reaction SMILES: [CH2:1]([N:5]([C:20]1[CH:29]=[CH:28][C:27]2[C:26]([CH3:31])([CH3:30])[CH2:25][CH2:24][C:23]([CH3:33])([CH3:32])[C:22]=2[CH:21]=1)[C:6](=[O:19])[NH:7][C:8]1[CH:18]=[CH:17][C:11]([C:12]([O:14]CC)=[O:13])=[CH:10][CH:9]=1)[CH2:2][CH2:3][CH3:4].[OH-].[Li+]>CO.C1COCC1.O>[CH2:1]([N:5]([C:20]1[CH:29]=[CH:28][C:27]2[C:26]([CH3:31])([CH3:30])[CH2:25][CH2:24][C:23]([CH3:32])([CH3:33])[C:22]=2[CH:21]=1)[C:6](=[O:19])[NH:7][C:8]1[CH:18]=[CH:17][C:11]([C:12]([OH:14])=[O:13])=[CH:10][CH:9]=1)[CH2:2][CH2:3][CH3:4] |f:1.2|. Procedure: A solution of ethyl 4-[3-butyl-3-(5,5,8,8-tetramethyl-5,6,7,8-tetrahydro-naphthalen-2-yl)-ureido]-benzoate (11) (131 mg, 0.29 mmole) in 15 mL methanol, 5 mL of THF and 5 mL of water was treated with 62 mg of lithium hydroxide (5 eq.) and stirred at room temperature for eight hours. The mixture was concentrated in vacuo and the residue was acidified with concentrated HCl solution. The mixture was then extracted with three portions of 20 mL of ethyl acetate. The combined organic extracts were drie...